From a dataset of the Open Reaction Database (ORD), a public repository of structured organic reaction records. describe an organic reaction: reactants, conditions, products, and yield Reactants: OC1=CC=C(C=C1)C(CC1=CC=CC=C1)=O (1-(4-hydroxy-phenyl)-2-phenyl-ethanone), Cl.O(C)N (methoxylamine hydrochloride). Solvent: N1=CC=CC=C1 (pyridine). Reaction conditions: time 14 hour. Yields the product CON=C(CC1=CC=CC=C1)C1=CC=C(C=C1)O (1-(4-Hydroxy-phenyl)-2-phenyl-ethanone O-methyl-oxime). Reaction SMILES: [OH:1][C:2]1[CH:7]=[CH:6][C:5]([C:8](=O)[CH2:9][C:10]2[CH:15]=[CH:14][CH:13]=[CH:12][CH:11]=2)=[CH:4][CH:3]=1.Cl.[O:18]([NH2:20])[CH3:19]>N1C=CC=CC=1>[CH3:19][O:18][N:20]=[C:8]([C:5]1[CH:6]=[CH:7][C:2]([OH:1])=[CH:3][CH:4]=1)[CH2:9][C:10]1[CH:15]=[CH:14][CH:13]=[CH:12][CH:11]=1 |f:1.2|. Procedure: 1-(4-hydroxy-phenyl)-2-phenyl-ethanone (10.00 g, 47.12 mmol) was dissolved in pyridine (60 mL) and methoxylamine hydrochloride (5.90 g, 70.64 mmol) was added. The resulting reaction mixture was stirred at room temperature for 14 hours, and then concentrated. The solids were washed with ether, and the ether layers were combined and concentrated to afford the desired title compound. Spectroscopic data: 1H NMR (300 MHz, DMSO-d6) δ ppm 3.90 (s, 3 H) 4.06 (s, 2 H) 6.73 (d, J=8.21 Hz, 1 H) 7.18 (dt, J... The reactants are OC[C@H](CC(C)C)N ((1S)-1-(Hydroxymethyl)-3-methylbutylamine), (1S)-1-(chloromethyl)-3-methylbutanammonium chloride, CC1=C(C=C(C=C1)[N+](=O)[O-])N=C=S (2-Methyl-5-nitrophenyl isothiocyanate), (1S)-1-(chloromethyl)-3-methylbutanammonium chloride. Yields the product CC1=C(C=C(C=C1)[N+](=O)[O-])N=C1SC[C@@H](N1)CC(C)C ((4S)-2-(2-methyl-5-nitrophenylimino)-4-isobutyl-1,3-thiazolidine). RXN SMILES: O[CH2:2][C@@H:3]([NH2:8])[CH2:4][CH:5]([CH3:7])[CH3:6].[CH3:9][C:10]1[CH:15]=[CH:14][C:13]([N+:16]([O-:18])=[O:17])=[CH:12][C:11]=1[N:19]=[C:20]=[S:21]>>[CH3:9][C:10]1[CH:15]=[CH:14][C:13]([N+:16]([O-:18])=[O:17])=[CH:12][C:11]=1[N:19]=[C:20]1[NH:8][C@@H:3]([CH2:4][CH:5]([CH3:7])[CH3:6])[CH2:2][S:21]1. Reported procedure: (1S)-1-(Hydroxymethyl)-3-methylbutylamine was converted to (1S)-1-(chloromethyl)-3-methylbutanammonium chloride as described in Method B7a. 2-Methyl-5-nitrophenyl isothiocyanate was reacted with (1S)-1-(chloromethyl)-3-methylbutanammonium chloride according to Method C1a to give (4S)-2-(2-methyl-5-nitrophenylimino)-4-isobutyl-1,3-thiazolidine. The thiazolidine was reacted with isobutyl bromide according to Method D2a to afford (4S)-2-(2-methyl-5-nitrophenylimino)-3,4-diisobutyl-1,3-thiazolidine ...